Task: describe an organic reaction: reactants, conditions, products, and yield. Dataset: the Open Reaction Database (ORD), a public repository of structured organic reaction records Reactants: Cl (HCl), N[C@@H](C(=O)O)CC#C ((R)-2-Aminopent-4-ynoic acid), C(=O)([O-])[O-].[Na+].[Na+].O (Na2CO3.H2O), ClC=1C=C(C=CC1Cl)S(=O)(=O)Cl (3,4-dichlorobenzene-1-sulfonyl chloride), [Na+].[Cl-] (NaCl). Run in CCOC(=O)C (EtOAc), O1CCOCC1 (p-dioxane), O (H2O). Run at time 19 hour. Product: ClC=1C=C(C=CC1Cl)S(=O)(=O)N[C@@H](C(=O)O)CC#C ((R)-2-(3,4-dichlorobenzenesulfonamido)pent-4-ynoic acid). Reaction SMILES: [NH2:1][C@H:2]([CH2:6][C:7]#[CH:8])[C:3]([OH:5])=[O:4].C([O-])([O-])=O.[Na+].[Na+].O.[Cl:16][C:17]1[CH:18]=[C:19]([S:24](Cl)(=[O:26])=[O:25])[CH:20]=[CH:21][C:22]=1[Cl:23].Cl.[Na+].[Cl-]>O.O1CCOCC1.CCOC(C)=O>[Cl:16][C:17]1[CH:18]=[C:19]([S:24]([NH:1][C@H:2]([CH2:6][C:7]#[CH:8])[C:3]([OH:5])=[O:4])(=[O:25])=[O:26])[CH:20]=[CH:21][C:22]=1[Cl:23] |f:1.2.3.4,7.8|. Procedure details: (R)-2-Aminopent-4-ynoic acid (16.0 g, 141 mmol) and Na2CO3.H2O (36.8 g, 296 mmol) were dissolved in 500 mL H2O and 300 mL p-dioxane. To this solution was added 3,4-dichlorobenzene-1-sulfonyl chloride (33.0 g, 134 mmol) dropwise over 25 min. The solution was stirred at RT for 19 h. The solution was then acidified with 5N HCl to pH 1. EtOAc (400 mL) and sat'd NaCl aq. (200 mL) were added and organic layer was separated. The aqueous phase was extracted with EtOAc (200 mL×2), and the combined EtOAc ... The reactants are C(C)(C)[C@@H]1N(C(OC1)=O)C(CCCCCCC)=O (4-(S)-isopropyl-3-(1-oxooctyl)-2-oxazolidinone), BrCC(=O)OC(C)(C)C (tert-butyl bromoacetate). The product is C(C)(C)[C@@H]1N(C(OC1)=O)C([C@H](CCCCCC)CC(=O)OC(C)(C)C)=O (4-(S)-Isopropyl-3-[2-(R)-tert-butoxycarbonylmethyl-1-oxooctyl]-2-oxazolidinone). As a reaction SMILES: [CH:1]([C@H:4]1[CH2:8][O:7][C:6](=[O:9])[N:5]1[C:10](=[O:18])[CH2:11][CH2:12][CH2:13][CH2:14][CH2:15][CH2:16][CH3:17])([CH3:3])[CH3:2].Br[CH2:20][C:21]([O:23][C:24]([CH3:27])([CH3:26])[CH3:25])=[O:22]>>[CH:1]([C@H:4]1[CH2:8][O:7][C:6](=[O:9])[N:5]1[C:10](=[O:18])[C@@H:11]([CH2:20][C:21]([O:23][C:24]([CH3:27])([CH3:26])[CH3:25])=[O:22])[CH2:12][CH2:13][CH2:14][CH2:15][CH2:16][CH3:17])([CH3:3])[CH3:2]. Reported procedure: Following the procedure described in Referential Example 4, but using 4-(S)-isopropyl-3-(1-oxooctyl)-2-oxazolidinone (5.51 g), prepared in Referential Example 61, and tert-butyl bromoacetate (17 ml), the desired compound (4.13 g) was obtained.